Dataset: the Open Reaction Database (ORD), a public repository of structured organic reaction records. Task: describe an organic reaction: reactants, conditions, products, and yield Reactants: ClC=1C=C(C2=C(N1)N(N=C2)C(C)C)C(=O)NCC=2C(NC(=CC2C)C)=O (6-chloro-N-[(4,6-dimethyl-2-oxo-1,2-dihydro-3-pyridinyl)methyl]-1-(1-methylethyl)-1H-pyrazolo[3,4-b]pyridine-4-carboxamide), CC1(OB(OC1(C)C)C1=CC=C2CC(NC2=C1)=O)C (6-(4,4,5,5-tetramethyl-1,3,2-dioxaborolan-2-yl)-1,3-dihydro-2H-indol-2-one), C([O-])([O-])=O.[Na+].[Na+] (sodium carbonate). Reagents/catalysts: Cl[Pd]([P](C1=CC=CC=C1)(C2=CC=CC=C2)C3=CC=CC=C3)([P](C4=CC=CC=C4)(C5=CC=CC=C5)C6=CC=CC=C6)Cl (bis(triphenylphosphine)palladium(II) chloride). Run in CS(=O)C (DMSO). The product is CC1=C(C(NC(=C1)C)=O)CNC(=O)C=1C2=C(N=C(C1)C1=CC=C3CC(NC3=C1)=O)N(N=C2)C(C)C (N-[(4,6-Dimethyl-2-oxo-1,2-dihydro-3-pyridinyl)methyl]-1-(1-methylethyl)-6-(2-oxo-2,3-dihydro-1H-indol-6-yl)-1H-pyrazolo[3,4-b]pyridine-4-carboxamide). RXN SMILES: Cl[C:2]1[CH:3]=[C:4]([C:14]([NH:16][CH2:17][C:18]2[C:19](=[O:26])[NH:20][C:21]([CH3:25])=[CH:22][C:23]=2[CH3:24])=[O:15])[C:5]2[CH:10]=[N:9][N:8]([CH:11]([CH3:13])[CH3:12])[C:6]=2[N:7]=1.CC1(C)C(C)(C)OB([C:35]2[CH:43]=[C:42]3[C:38]([CH2:39][C:40](=[O:44])[NH:41]3)=[CH:37][CH:36]=2)O1.C(=O)([O-])[O-].[Na+].[Na+]>Cl[Pd](Cl)([P](C1C=CC=CC=1)(C1C=CC=CC=1)C1C=CC=CC=1)[P](C1C=CC=CC=1)(C1C=CC=CC=1)C1C=CC=CC=1.CS(C)=O>[CH3:24][C:23]1[CH:22]=[C:21]([CH3:25])[NH:20][C:19](=[O:26])[C:18]=1[CH2:17][NH:16][C:14]([C:4]1[C:5]2[CH:10]=[N:9][N:8]([CH:11]([CH3:13])[CH3:12])[C:6]=2[N:7]=[C:2]([C:35]2[CH:43]=[C:42]3[C:38]([CH2:39][C:40](=[O:44])[NH:41]3)=[CH:37][CH:36]=2)[CH:3]=1)=[O:15] |f:2.3.4,^1:54,73|. Reported procedure: The title compound was prepared in the same manner as described in example 74 using 6-chloro-N-[(4,6-dimethyl-2-oxo-1,2-dihydro-3-pyridinyl)methyl]-1-(1-methylethyl)-1H-pyrazolo[3,4-b]pyridine-4-carboxamide (70 mg, 0.187 mmol), 6-(4,4,5,5-tetramethyl-1,3,2-dioxaborolan-2-yl)-1,3-dihydro-2H-indol-2-one (63.1 mg, 0.243 mmol), DMSO (1.5 mL), sodium carbonate (0.281 mL, 0.562 mmol), and bis(triphenylphosphine)palladium(II) chloride (10.51 mg, 0.015 mmol). The final product was collected as 10 mg (11... Reactants: C[O-].[Na+] (Sodium methoxide), CC=1NC=2C(N1)=CC=C(C2C(=O)OC)C(=O)OC (dimethyl 2-methyl-4,5-benzimidazoledicarboxylate), C[O-].[Na+] (sodium methoxide), IC (iodomethane), IC (iodomethane), C([O-])(O)=O.[Na+] (sodium bicarbonate). The solvent is CO (methanol), O1CCCC1 (tetrahydrofuran), Cl (hydrochloric acid). Conditions: time 5 minute. Yields the product CN1C(=NC=2C1=CC=C(C2C(=O)OC)C(=O)OC)C (Dimethyl 1,2-dimethyl-4,5-benzimidazoledicarboxylate). Reaction SMILES: C[O-].[Na+].[CH3:4][C:5]1[NH:6][C:7]2[C:8](=[CH:10][CH:11]=[C:12]([C:18]([O:20][CH3:21])=[O:19])[C:13]=2[C:14]([O:16][CH3:17])=[O:15])[N:9]=1.IC.[C:24](=O)(O)[O-].[Na+]>CO.O1CCCC1.Cl>[CH3:24][N:9]1[C:8]2=[CH:10][CH:11]=[C:12]([C:18]([O:20][CH3:21])=[O:19])[C:13]([C:14]([O:16][CH3:17])=[O:15])=[C:7]2[N:6]=[C:5]1[CH3:4] |f:0.1,4.5|. Procedure details: Sodium methoxide (1.98 g, 36.6 mmol) is added to a solution of dimethyl 2-methyl-4,5-benzimidazoledicarboxylate (7.44 g, 33.3 mmol) in methanol and tetrahydrofuran. After 5 minutes, iodomethane (2.18 mL, 35.0 mmol) is added and the mixture is stirred for 24 hours at room temperature. Additional sodium methoxide (1.80 g, 33.3 mmol) and iodomethane (2.07 mL, 33.3 mmol) are added and stirring is continued for another 15 hours. The reaction mixture is concentrated in vacuo to give a residue which is... Starting materials: FC1=CC=C(C=C1)C(C(=CO)C(C)C)C1=CC=C(C=C1)F (3,3-bis(4-fluorophenyl)-2-(1-methylethyl)-propenol), [Cr](=O)(=O)([O-])Cl.[NH+]1=CC=CC=C1 (pyridinium chlorochromate). The solvent is ClCCl (dichloromethane). Product: FC1=CC=C(C=C1)C(=C(C=O)C(C)C)C1=CC=C(C=C1)F (3,3-bis(4-fluorophenYl)-2-(1-methylethyl)propenal). Yield: 70.9%. As a reaction SMILES: [F:1][C:2]1[CH:7]=[CH:6][C:5]([CH:8]([C:15]2[CH:20]=[CH:19][C:18]([F:21])=[CH:17][CH:16]=2)[C:9]([CH:12]([CH3:14])[CH3:13])=[CH:10][OH:11])=[CH:4][CH:3]=1.[Cr](Cl)([O-])(=O)=O.[NH+]1C=CC=CC=1>ClCCl>[F:1][C:2]1[CH:7]=[CH:6][C:5]([C:8]([C:15]2[CH:16]=[CH:17][C:18]([F:21])=[CH:19][CH:20]=2)=[C:9]([CH:12]([CH3:14])[CH3:13])[CH:10]=[O:11])=[CH:4][CH:3]=1 |f:1.2|. Procedure: A solution of 3,3-bis(4-fluorophenyl)-2-(1-methylethyl)-propenol (2.0 g, 6.9 mmol) and pyridinium chlorochromate (3 g) in 100 mL dichloromethane was stirred for 20 hrs. during which time a dark gummy solid separated. The solvent was decanted from the solid and concentrated in vacuo. The residue was extracted with hexane and the hexane solution concentrated in vacuo. The residue was crystallized from petroleum ether to give 1.4 g of the title compound; m.p. =78°-84° C. The reactants are C(C=C)OC(=O)N1[C@@H](C[C@H](C1)OS(=O)(=O)C)CCN1C=NC(=C1)C#N ((2R,4R)-1-Allyloxycarbonyl-2-[2-(4-cyanoimidazol-1-yl) ethyl]-4-methanesulfonyloxypyrrolidine), C(C)(=S)O (thioacetic acid), CC(C)([O-])C.[K+] (potassium t-butoxide). Product: C(C=C)OC(=O)N1[C@@H](C[C@@H](C1)SC(C)=O)CCN1C=NC(=C1)C#N ((2R,4S)-1-allyloxycarbonyl-4-acetylthio-2-[2-(4-cyanoimidazol-1-yl)ethyl]pyrrolidine). As a reaction SMILES: [CH2:1]([O:4][C:5]([N:7]1[CH2:11][C@H:10](OS(C)(=O)=O)[CH2:9][C@H:8]1[CH2:17][CH2:18][N:19]1[CH:23]=[C:22]([C:24]#[N:25])[N:21]=[CH:20]1)=[O:6])[CH:2]=[CH2:3].[C:26]([OH:29])(=[S:28])[CH3:27].CC(C)([O-])C.[K+]>>[CH2:1]([O:4][C:5]([N:7]1[CH2:11][C@@H:10]([S:28][C:26](=[O:29])[CH3:27])[CH2:9][C@H:8]1[CH2:17][CH2:18][N:19]1[CH:23]=[C:22]([C:24]#[N:25])[N:21]=[CH:20]1)=[O:6])[CH:2]=[CH2:3] |f:2.3|. Procedure details: (2R,4R)-1-Allyloxycarbonyl-2-[2-(4-cyanoimidazol-1-yl) ethyl]-4-methanesulfonyloxypyrrolidine (13.4 g) was reacted with thioacetic acid (5.46 ml) and potassium t-butoxide (8.17 g) in substantially the same manner as Preparation 4-12) to give (2R,4S)-1-allyloxycarbonyl-4-acetylthio-2-[2-(4-cyanoimidazol-1-yl)ethyl]pyrrolidine (12.5 g) as a yellow paste. Starting materials: C1=CC=C2C(=C1)C(=O)C(C2=O)(O)O (ninhydrin), NC(C(=O)O)CCP(=O)(O)O (2-amino-4-phosphonobutanoic acid), [OH-].[Na+] (sodium hydroxide), NC(C(=O)O)CCP(=O)(O)O (2-amino-4-phosphonobutanoic acid), ClC(=O)OCC1=CC=CC=C1 (benzyl chloroformate), C(O)([O-])=O.[Na+] (sodium hydrogen carbonate). Solvent: C(CCC)O.CC(=O)O.O (BuOH AcOH H2O), O (water), CCOCC (ether). Reaction conditions: temperature 0 celsius. Yields the product C(C1=CC=CC=C1)OC(=O)NC(C(=O)O)CCP(=O)(O)O (2-(N-benzyloxycarbonylamino)-4-phosphonobutanoic acid). Reaction SMILES: [OH-].[Na+].[NH2:3][CH:4]([CH2:8][CH2:9][P:10]([OH:13])([OH:12])=[O:11])[C:5]([OH:7])=[O:6].Cl[C:15]([O:17][CH2:18][C:19]1[CH:24]=[CH:23][CH:22]=[CH:21][CH:20]=1)=[O:16].C(=O)([O-])O.[Na+].C1C=C2C(C(O)(O)C(=O)C2=CC=1)=O>O.CCOCC.C(O)CCC.CC(O)=O.O>[CH2:18]([O:17][C:15]([NH:3][CH:4]([CH2:8][CH2:9][P:10]([OH:13])([OH:12])=[O:11])[C:5]([OH:7])=[O:6])=[O:16])[C:19]1[CH:24]=[CH:23][CH:22]=[CH:21][CH:20]=1 |f:0.1,4.5,9.10.11|. Reported procedure: After 24.0 g (600 mmol) of sodium hydroxide and 36.6 g (200 mmol) of 2-amino-4-phosphonobutanoic acid were dissolved in a two-layer system solvent mixture of 200 mL of water and 150 mL of ether, 51.2 g (300 mmol) of benzyl chloroformate and 25.2 g (300 mmol) of sodium hydrogen carbonate were added portionwise over 1 hour while being vigorously stirred at 0° C. After the mixture was vigorously stirred at room temperature for 14 hours, it was confirmed that the reaction was finished on the basis o... Starting materials: CN.CO (methylamine methanol), COC1C(OCC2=CC=CC=C12)=O (4-methoxy-3-isochromanone). Solvent: CO (methanol). Reaction conditions: time 1 hour. Yields the product OCC1=C(C=CC=C1)C(C(=O)NC)OC (2-hydroxymethyl-α-methoxy-N-methylphenylacetamide), COC(C(=O)NC)C1=CC=CC=C1 (α-methoxy-N-methylphenylacetamide). Isolated yield 225.3%. As a reaction SMILES: [CH3:1][NH2:2].CO.[CH3:5][O:6][CH:7]1[C:16]2[C:11](=[CH:12][CH:13]=[CH:14][CH:15]=2)[CH2:10][O:9][C:8]1=[O:17]>CO>[OH:9][CH2:10][C:11]1[CH:12]=[CH:13][CH:14]=[CH:15][C:16]=1[CH:7]([O:6][CH3:5])[C:8]([NH:2][CH3:1])=[O:17].[CH3:5][O:6][CH:7]([C:16]1[CH:11]=[CH:12][CH:13]=[CH:14][CH:15]=1)[C:8]([NH:2][CH3:1])=[O:9] |f:0.1|. Procedure: 40% methylamine-methanol solution (9.80 g, 126 mmol) was added to 4-methoxy-3-isochromanone (7.50 g, 42.1 mmol) in methanol (40 ml), and the mixture was stirred at room temperature for 1 hour. Evaporation of the solvent gave the desired compound 2-hydroxymethyl-(α-methoxy-N-methylphenylacetamide (8.50 g, 96.5%) as white crystals. Starting materials: C1(=CC=CC=C1)C1=C(OC=C1)C=O (3-phenylfuran-2-carbaldehyde), NH4OAc, [BH3-]C#N.[Na+] (NaCNBH3). Solvent: CO (methanol). Run at time 24 hour. Product: C1(=CC=CC=C1)C1=C(OC=C1)CN (C-(3-Phenylfuran-2-yl)methylamine). The yield is 13.1%. As a reaction SMILES: [C:1]1([C:7]2[CH:11]=[CH:10][O:9][C:8]=2[CH:12]=O)[CH:6]=[CH:5][CH:4]=[CH:3][CH:2]=1.[BH3-]C#[N:16].[Na+]>CO>[C:1]1([C:7]2[CH:11]=[CH:10][O:9][C:8]=2[CH2:12][NH2:16])[CH:6]=[CH:5][CH:4]=[CH:3][CH:2]=1 |f:1.2|. Reported procedure: Stir a solution of 3-phenylfuran-2-carbaldehyde (401 mg, 2.33 mmol) and NH4OAc (1.79 g, 23.30 mmol) in methanol (8 mL) at room temperature under nitrogen. Add NaCNBH3 (102 mg, 1.63 mmol). After stirring at room temperature for 24 hours, concentrate the mixture, dilute with water (2 mL), basify with 1N sodium hydroxide, and extract with diethyl ether (4×10 mL). Dry the combined organic phases (magnesium sulfate), filter and concentrate. Perform flash chromatography on silica gel eluting with 9:1 ... Reactants: ClC1=C(C(=C(C(=N1)Cl)Cl)Cl)Cl (pentachloropyridine), [OH-].[Na+] (sodium hydroxide). The reagents and catalysts are [Zn] (zinc). Run in C1=CC=CC=C1 (benzene). Product: ClC1=NC=C(C=C1Cl)Cl (2,3,5-Trichloropyridine). RXN SMILES: Cl[C:2]1[N:7]=[C:6]([Cl:8])[C:5]([Cl:9])=[C:4](Cl)[C:3]=1[Cl:11].[OH-].[Na+]>[Zn].C1C=CC=CC=1>[Cl:8][C:6]1[C:5]([Cl:9])=[CH:4][C:3]([Cl:11])=[CH:2][N:7]=1 |f:1.2|. Procedure: Into a 5-liter fluted 3-neck flask fitted with a reflux condenser, a heater, thermometer and a stirrer was added 251.0 grams (1.0 mole) of pentachloropyridine, 500 milliliters of benzene and 1.25 liters of 8N sodium hydroxide (10 moles). The mixture was heated to ~75° C., with stirring. At this time, 260.0 grams (4.0 gram atoms) of zinc dust was added and the mixture refluxed at ~79° C. for a total reaction time of 5 hours. The pH of the reaction mixture was 14-15. At the completion of the react...